Dataset: the Open Reaction Database (ORD), a public repository of structured organic reaction records. Task: describe an organic reaction: reactants, conditions, products, and yield The reactants are C[C@@H]1CC(C=C2CC[C@H]3[C@@H]4CCC([C@@]4(C)CC[C@@H]3[C@@]12C)=O)=O (1β-methyl-4-androstene-3,17-dione), C[C@@H]1CC(C=C2C[C@H]([C@H]3[C@@H]4CCC([C@@]4(C)CC[C@@H]3[C@@]12C)=O)C)=O (1β,7α-dimethyl-4-androstene-3,17-dione), C[C@@H]1CC(C=C2[C@H](C[C@H]3[C@@H]4CCC([C@@]4(C)CC[C@@H]3[C@@]12C)=O)C)=O (1β,6α-dimethyl-4-androstene-3,17-dione). Product: C(C)(=O)O[C@@H]1CC2=C[C@H]([C@H]3[C@@H]4CC[C@@H]([C@@]4(C)CC[C@@H]3[C@]2([C@@H](C1)C)C)OC(C)=O)C (1β,7α-dimethyl-5-androstene-3β,17β-diol diacetate), C(C)(=O)O[C@@H]1CC2=C(C[C@H]3[C@@H]4CC[C@@H]([C@@]4(C)CC[C@@H]3[C@]2([C@@H](C1)C)C)OC(C)=O)C (1β,6-dimethyl-5-androstene-3β,17β-diol diacetate). RXN SMILES: [CH3:1][C@H:2]1[C@@:19]2([CH3:20])[C:6]([CH2:7][C@@H:8]([CH3:22])[C@@H:9]3[C@@H:18]2[CH2:17][CH2:16][C@@:14]2([CH3:15])[C@H:10]3[CH2:11][CH2:12][C:13]2=[O:21])=[CH:5][C:4](=[O:23])[CH2:3]1.[CH3:24][C@H:25]1[C@@:42]2([CH3:43])[C:29]([C@@H:30]([CH3:45])[CH2:31][C@@H:32]3[C@@H:41]2[CH2:40][CH2:39][C@@:37]2([CH3:38])[C@H:33]3[CH2:34][CH2:35][C:36]2=[O:44])=[CH:28][C:27](=[O:46])[CH2:26]1.C[C@H]1[C@@]2(C)C(CC[C@@H]3[C@@H]2CC[C@@]2(C)[C@H]3C[CH2:58][C:59]2=[O:67])=CC(=O)C1>>[C:36]([O:23][C@H:4]1[CH2:3][C@@H:2]([CH3:1])[C@@:19]2([CH3:20])[C:6](=[CH:7][C@@H:8]([CH3:22])[C@@H:9]3[C@@H:18]2[CH2:17][CH2:16][C@@:14]2([CH3:15])[C@H:10]3[CH2:11][CH2:12][C@@H:13]2[O:21][C:59](=[O:67])[CH3:58])[CH2:5]1)(=[O:44])[CH3:35].[C:13]([O:46][C@H:27]1[CH2:26][C@@H:25]([CH3:24])[C@@:42]2([CH3:43])[C:29](=[C:30]([CH3:45])[CH2:31][C@@H:32]3[C@@H:41]2[CH2:40][CH2:39][C@@:37]2([CH3:38])[C@H:33]3[CH2:34][CH2:35][C@@H:36]2[O:44][C:59](=[O:67])[CH3:58])[CH2:28]1)(=[O:21])[CH3:12]. Procedure: Substituting 1β,7α-dimethyl-4-androstene-3,17-dione and 1β,6α-dimethyl-4-androstene-3,17-dione for the 1β-methyl-4-androstene-3,17-dione above results in the preparation of 1β,7α-dimethyl-5-androstene-3β,17β-diol diacetate and 1β,6-dimethyl-5-androstene-3β,17β-diol diacetate.